Dataset: the Open Reaction Database (ORD), a public repository of structured organic reaction records. Task: describe an organic reaction: reactants, conditions, products, and yield Reactants: COC1=C(C=CC=C1)N1CCC=2C(=NC=3C(=CC=CC3C21)OC(F)(F)F)Cl (1-(2-Methoxyphenyl)-4-chloro-6-trifluoromethoxy-2,3-dihydropyrrolo[3,2-c]quinoline), NCCCO (3-amino-1-propanol). The product is COC1=C(C=CC=C1)N1CCC=2C(=NC=3C(=CC=CC3C21)OC(F)(F)F)NCCCO (1-(2-methoxyphenyl)-4-[(3-hydroxypropyl)amino]-6-trifluoromethoxy-2,3-dihydropyrrolo[3,2-c]quinoline). Reaction SMILES: [CH3:1][O:2][C:3]1[CH:8]=[CH:7][CH:6]=[CH:5][C:4]=1[N:9]1[C:21]2[C:20]3[CH:19]=[CH:18][CH:17]=[C:16]([O:22][C:23]([F:26])([F:25])[F:24])[C:15]=3[N:14]=[C:13](Cl)[C:12]=2[CH2:11][CH2:10]1.[NH2:28][CH2:29][CH2:30][CH2:31][OH:32]>>[CH3:1][O:2][C:3]1[CH:8]=[CH:7][CH:6]=[CH:5][C:4]=1[N:9]1[C:21]2[C:20]3[CH:19]=[CH:18][CH:17]=[C:16]([O:22][C:23]([F:26])([F:25])[F:24])[C:15]=3[N:14]=[C:13]([NH:28][CH2:29][CH2:30][CH2:31][OH:32])[C:12]=2[CH2:11][CH2:10]1. Reported procedure: 1-(2-Methoxyphenyl)-4-chloro-6-trifluoromethoxy-2,3-dihydropyrrolo[3,2-c]quinoline(600 mg, 1.5 mmol) was dissolved in 3-amino-1-propanol(6 ml) in the pressure tube, and reacted at the same condition of Step 3 in the Example 12 to obtain 570 mg of desired compound as solid in 88% of yield. Starting materials: ClC=1SC(=CN1)CN (2-chloro-5-(aminomethyl)thiazole), ClC=1SC(=CN1)CNC(SC)=N[N+](=O)[O-] (N-(2-chloro-5-thiazolylmethyl)-S-methyl-N'-nitroisothiourea), C([O-])([O-])=O.[K+].[K+] (potassium carbonate), cuprous chloride. The solvent is C(C)#N (acetonitrile). Run at time 1 hour. The product is ClC=1SC(=CN1)CNC(=N[N+](=O)[O-])NCC1=CN=C(S1)Cl (N,N'-bis(2-chloro-5-thiazolylmethyl)-N"-nitroguanidine). Yield: 13.9%. RXN SMILES: [Cl:1][C:2]1[S:3][C:4]([CH2:7][NH:8][C:9](=[N:12][N+:13]([O-:15])=[O:14])SC)=[CH:5][N:6]=1.C(=O)([O-])[O-].[K+].[K+].[Cl:22][C:23]1[S:24][C:25]([CH2:28][NH2:29])=[CH:26][N:27]=1>C(#N)C>[Cl:22][C:23]1[S:24][C:25]([CH2:28][NH:29][C:9]([NH:8][CH2:7][C:4]2[S:3][C:2]([Cl:1])=[N:6][CH:5]=2)=[N:12][N+:13]([O-:15])=[O:14])=[CH:26][N:27]=1 |f:1.2.3|. Procedure: To a mixture of 1 g N-(2-chloro-5-thiazolylmethyl)-S-methyl-N'-nitroisothiourea, 560 mg potassium carbonate, 400 mg cuprous chloride and 12 ml acetonitrile was added 610 mg of 2-chloro-5-(aminomethyl)thiazole and the mixture was stirred for 1 hour under reflux. Thereafter, the reaction mixture was concentrated, then water was added to the resultant solids, followed by stirring thoroughly. Thereafter, the solids were collected by filtration and purified by column chromatography [eluent: dichlorom...